This data is from the Open Reaction Database (ORD), a public repository of structured organic reaction records. The task is: describe an organic reaction: reactants, conditions, products, and yield The reactants are C(C)(C)(C)OC(=O)NC(CC=1SC(=CC1)NC(=S)NC(C1=CC=CC=C1)=O)C(=O)OCC (Ethyl N-(tert-butoxycarbonyl)-3-(5-(3-benzoylthioureido)-2-thienyl)-DL-alaninate), [OH-].[Na+] (sodium hydroxide), C(C)(=O)OCC (ethyl acetate), Cl (hydrochloric acid). Run in O1CCCC1 (tetrahydrofuran). Yields the product C(C)(C)(C)OC(=O)NC(CC=1SC(=CC1)NC(=S)N)C(=O)O (N-(Tert-butoxycarbonyl)-3-(5-thioureido-2- thienyl)-DL-alanine). As a reaction SMILES: [C:1]([O:5][C:6]([NH:8][CH:9]([C:28]([O:30]CC)=[O:29])[CH2:10][C:11]1[S:12][C:13]([NH:16][C:17]([NH:19]C(=O)C2C=CC=CC=2)=[S:18])=[CH:14][CH:15]=1)=[O:7])([CH3:4])([CH3:3])[CH3:2].[OH-].[Na+].Cl.C(OCC)(=O)C>O1CCCC1>[C:1]([O:5][C:6]([NH:8][CH:9]([C:28]([OH:30])=[O:29])[CH2:10][C:11]1[S:12][C:13]([NH:16][C:17]([NH2:19])=[S:18])=[CH:14][CH:15]=1)=[O:7])([CH3:4])([CH3:2])[CH3:3] |f:1.2|. Reported procedure: To a stirred solution of Ethyl N-(tert-butoxycarbonyl)-3-(5-(3-benzoylthioureido)-2-thienyl)-DL-alaninate (4.90 g, 10.2 mmol) in tetrahydrofuran (100 ml) was added 2N aqueous sodium hydroxide (12 ml, 24.0 mmol). The mixture was heated to reflux for 2.5 hours and cooled to room temperature. The mixture was placed in an ice bath and carefully neutralized to approximately pH7 with concentrated hydrochloric acid. The solvent was removed at reduced pressure to a volume of approximately 20-25 ml of a ... The reactants are CC#CCn1c(SC)nc2ccn(Cc3ccccc3)c(=O)c21, CC(=O)O, [K+], O=[Mn](=O)(=O)[O-], [Na+], O, O=S([O-])O. Product: CC#CCn1c(S(C)(=O)=O)nc2ccn(Cc3ccccc3)c(=O)c21. RXN SMILES: [CH2:7]([c:8]1[cH:9][cH:10][cH:11][cH:12][cH:13]1)[n:14]1[c:15](=[O:29])[c:16]2[c:17]([cH:18][cH:19]1)[n:20][c:21]([S:27][CH3:28])[n:22]2[CH2:23][C:24]#[C:25][CH3:26].[CH3:36][C:37](=[O:38])[OH:39].[K+:6].[Mn:1]([O-:2])(=[O:3])(=[O:4])=[O:5].[Na+:34].[OH2:35].[S:30]([O-:31])(=[O:32])[OH:33]>>[CH2:7]([c:8]1[cH:9][cH:10][cH:11][cH:12][cH:13]1)[n:14]1[c:15](=[O:29])[c:16]2[c:17]([cH:18][cH:19]1)[n:20][c:21]([S:27]([CH3:28])(=[O:31])=[O:35])[n:22]2[CH2:23][C:24]#[C:25][CH3:26].